From a dataset of the Open Reaction Database (ORD), a public repository of structured organic reaction records. describe an organic reaction: reactants, conditions, products, and yield Starting materials: O.FC1=C(C=CC=C1F)C=1C=C2C(=NNC2=CC1)C(=O)NCC1CCN(CC1)CC=1OC=C(N1)C(=O)O (2-({4-[({[5-(2,3-Difluorophenyl)-1H-indazol-3-yl]carbonyl}amino)methyl]piperidin-1-yl}methyl)-1,3-oxazole-4-carboxylic acid hydrate), BrC=1C=C2C(=NNC2=CC1)C(=O)NCC1CCN(CC1)CC1=CC=C(O1)C(=O)OCC (Ethyl 5-{[4-({[(5-bromo-1H-indazol-3-yl)carbonyl]amino}methyl) piperidin-1-yl]methyl}furan-2-carboxylate), COC1=NC=CC=C1B(O)O ((2-methoxypyridin-3-yl)boronic acid). Run at time 15 minute. The product is O.COC1=NC=CC=C1C=1C=C2C(=NNC2=CC1)C(=O)NCC1CCN(CC1)CC1=CC=C(O1)C(=O)O (5-({4-[({[5-(2-Methoxypyridin-3-yl)-1H-indazol-3-yl]carbonyl}amino)methyl]piperidin-1-yl}methyl)furan-2-carboxylic acid hydrate). Reaction SMILES: O.FC1C(F)=CC=CC=1C1C=C2C(=CC=1)NN=C2C(NCC1CCN(CC2OC=C(C(O)=O)N=2)CC1)=[O:20].Br[C:39]1[CH:40]=[C:41]2[C:45](=[CH:46][CH:47]=1)[NH:44][N:43]=[C:42]2[C:48]([NH:50][CH2:51][CH:52]1[CH2:57][CH2:56][N:55]([CH2:58][C:59]2[O:63][C:62]([C:64]([O:66]CC)=[O:65])=[CH:61][CH:60]=2)[CH2:54][CH2:53]1)=[O:49].[CH3:69][O:70][C:71]1[C:76](B(O)O)=[CH:75][CH:74]=[CH:73][N:72]=1>>[OH2:20].[CH3:69][O:70][C:71]1[C:76]([C:39]2[CH:40]=[C:41]3[C:45](=[CH:46][CH:47]=2)[NH:44][N:43]=[C:42]3[C:48]([NH:50][CH2:51][CH:52]2[CH2:57][CH2:56][N:55]([CH2:58][C:59]3[O:63][C:62]([C:64]([OH:66])=[O:65])=[CH:61][CH:60]=3)[CH2:54][CH2:53]2)=[O:49])=[CH:75][CH:74]=[CH:73][N:72]=1 |f:0.1,4.5|. Procedure details: 5-({4-[({[5-(2-Methoxypyridin-3-yl)-1H-indazol-3-yl]carbonyl}amino)methyl]piperidin-1-yl}methyl)furan-2-carboxylic acid hydrate 16 was prepared, according to the procedure described for compound 12, from compound 15 and (2-methoxypyridin-3-yl)boronic acid and using the following preparative HPLC parameters for the purification: channel A=CH3CN+0.1% formic acid; channel B=H2O+0.1% formic acid: flow=40 ml/min; gradient=10%-45% of eluent A in 15 minutes. Yield: 14 mg, 5%.